From a dataset of the Open Reaction Database (ORD), a public repository of structured organic reaction records. describe an organic reaction: reactants, conditions, products, and yield Starting materials: CNC(CC1=C(C=CC=C1)NC(C(C)(C)C)=O)C1=CC=CC=C1 (N-[2-(2-methylamino-2-phenylethyl)phenyl]-2,2-dimethylpropanamide), Cl (HCl). Reaction conditions: temperature 100 celsius, time 24 hour. The product is Cl.Cl.CNC(CC1=C(C=CC=C1)N)C1=CC=CC=C1 (N-methyl-2-amino-α-phenylphenethylamine dihydrochloride). Isolated yield 98.0%. RXN SMILES: [CH3:1][NH:2][CH:3]([C:18]1[CH:23]=[CH:22][CH:21]=[CH:20][CH:19]=1)[CH2:4][C:5]1[CH:10]=[CH:9][CH:8]=[CH:7][C:6]=1[NH:11]C(=O)C(C)(C)C.[ClH:24]>>[ClH:24].[ClH:24].[CH3:1][NH:2][CH:3]([C:18]1[CH:23]=[CH:22][CH:21]=[CH:20][CH:19]=1)[CH2:4][C:5]1[CH:10]=[CH:9][CH:8]=[CH:7][C:6]=1[NH2:11] |f:2.3.4|. Procedure details: N-[2-(2-methylamino-2-phenylethyl)phenyl]-2,2-dimethylpropanamide (62 g, 0.2 mol) was dissolved in 6N HCl (124 g) and stirred under a nitrogen atmosphere at 100° C. for 24 hours. The warm reaction mixture (about 35°-40° C.) was extracted with toluene (2×100 ml) to effect recovery of trimethylacetic acid. The aqueous phase was dried by azeotropic distillation with toluene (200 ml) using a Dean-Stark phase separator. The product was collected by filtration, slurried in hot 2-propanol (200 ml), ref... Starting materials: C(C)(=O)NC(C(=O)OC)C1(OC=CC1)C (Methyl α-Acetamido-2-methyl-2-furanacetate), [OH-].[K+] (KOH). Run in CCO (EtOH). Yields the product C(C)(=O)NC(C(=O)O)C1(OC=CC1)C (α-Acetamido-2-methyl-2-furanacetic Acid). The yield is 61.7%. As a reaction SMILES: [C:1]([NH:4][CH:5]([C:10]1([CH3:15])[CH2:14][CH:13]=[CH:12][O:11]1)[C:6]([O:8]C)=[O:7])(=[O:3])[CH3:2].[OH-].[K+]>CCO>[C:1]([NH:4][CH:5]([C:10]1([CH3:15])[CH2:14][CH:13]=[CH:12][O:11]1)[C:6]([OH:8])=[O:7])(=[O:3])[CH3:2] |f:1.2|. Procedure: A 95% EtOH solution (150 mL) of 17 (5.00 g, 23.6 mmol) and KOH (3.00 g, 53.5 mmol) was stirred at room temperature (48 h). The solvent was removed and the residue was dissolved in H2O (50 mL). The aqueous solution was washed with Et2O (3×50 mL) and then acidified to pH 1.5 with 10% H3PO4. The acidified solution was extracted with EtOAc (3×200 mL) and the combined extracts were dried (Na2SO4), and concentrated in vacuo to give 2.90 g (62%) of 18: mp 178°-180° C. (d) (recrystallized from CH3CN); I... The reactants are CC1(OC(C(O1)=CC(=O)Cl)=O)C ((2,2-dimethyl-5-oxo-[1,3]dioxolan-4-ylidene)-acetyl chloride), CC1=CC=C(CNOC)C=C1 (N-(4-methylbenzyl)-O-methyl-hydroxylamine), compound 1-A. Yields the product CC1(OC(C(O1)=CC(=O)N(CC1=CC=C(C=C1)C)OC)=O)C (2-(2,2-Dimethyl-5-oxo-[1,3]dioxolan-4-ylidene)-N-methoxy-N-(4-methyl-benzyl)-acetamide). Yield: 78.0%. Reaction SMILES: [CH3:1][C:2]1([CH3:12])[O:6][C:5](=[CH:7][C:8](Cl)=[O:9])[C:4](=[O:11])[O:3]1.[CH3:13][C:14]1[CH:23]=[CH:22][C:17]([CH2:18][NH:19][O:20][CH3:21])=[CH:16][CH:15]=1>>[CH3:1][C:2]1([CH3:12])[O:6][C:5](=[CH:7][C:8]([N:19]([O:20][CH3:21])[CH2:18][C:17]2[CH:22]=[CH:23][C:14]([CH3:13])=[CH:15][CH:16]=2)=[O:9])[C:4](=[O:11])[O:3]1. Procedure: Reaction of (2,2-dimethyl-5-oxo-[1,3]dioxolan-4-ylidene)-acetyl chloride with N-(4-methylbenzyl)-O-methyl-hydroxylamine as described in the preparation of compound 1-A gave the title amide as white crystals (78% yield): mp 108-110° C. (ethyl acetate-hexane). 1HNMR 400 MHz (CDCl3) δ (ppm): 1.92 (6H, s, CH3), 2.5 (3H, s, CH3), 3.84 (3H, s, OCH3), 4.97 (2H, s, NCH2), 6.57 (1H, s, CH), 7.31 (2H, d, J=8.1 Hz, aromatics), 7.42 (2H, d, J=8.1 Hz, aromatics). Anal. calcd for C16H19NO5: C, 62.94; H, 6.27;... Starting materials: CCc1[nH]c(C(=O)O)nc1Cl, CCCOC1CN(c2cccc(C(=O)OC)c2)CCC1N, On1nnc2ccccc21. Product: CCCOC1CN(c2cccc(C(=O)OC)c2)CCC1NC(=O)c1nc(Cl)c(CC)[nH]1. As a reaction SMILES: [Cl:22][c:23]1[n:24][c:25]([C:30](=[O:31])[OH:32])[nH:26][c:27]1[CH2:28][CH3:29].[NH2:1][CH:2]1[CH:3]([O:18][CH2:19][CH2:20][CH3:21])[CH2:4][N:5]([c:8]2[cH:9][c:10]([C:11](=[O:12])[O:13][CH3:14])[cH:15][cH:16][cH:17]2)[CH2:6][CH2:7]1.[OH:33][n:34]1[c:35]2[c:36]([cH:37][cH:38][cH:39][cH:40]2)[n:41][n:42]1>>[NH:1]([CH:2]1[CH:3]([O:18][CH2:19][CH2:20][CH3:21])[CH2:4][N:5]([c:8]2[cH:9][c:10]([C:11](=[O:12])[O:13][CH3:14])[cH:15][cH:16][cH:17]2)[CH2:6][CH2:7]1)[C:30]([c:25]1[n:24][c:23]([Cl:22])[c:27]([CH2:28][CH3:29])[nH:26]1)=[O:31]. The reactants are NCCN1CCOCC1 (4-(2-aminoethyl)morpholine), C(C)(=O)O (acetic acid), C(C)(=O)O[BH-](OC(C)=O)OC(C)=O.[Na+] (sodium triacetoxyborohydride), C([O-])([O-])=O.[Na+].[Na+] (sodium carbonate), ClC1=C2CNC(C2=C(C=C1)C=1N(C2=CC=C(C=C2C1)C=O)C(=O)OC(C)(C)C)=O (4-chloro-7-[1-(tert-butoxycarbonyl)-5-formylindol-2-yl]isoindolinone). Run in O (water), C(C)#N (acetonitrile). Product: ClC1=C2CNC(C2=C(C=C1)C=1N(C2=CC=C(C=C2C1)CNCCN1CCOCC1)C(=O)OC(C)(C)C)=O (4-chloro-7-(1-(tert-butoxycarbonyl)-5-[(2-morpholinoethyl)aminomethyl]indol-2-yl)isoindolinone). The yield is 107.6%. RXN SMILES: [Cl:1][C:2]1[CH:10]=[CH:9][C:8]([C:11]2[N:12]([C:22]([O:24][C:25]([CH3:28])([CH3:27])[CH3:26])=[O:23])[C:13]3[C:18]([CH:19]=2)=[CH:17][C:16]([CH:20]=O)=[CH:15][CH:14]=3)=[C:7]2[C:3]=1[CH2:4][NH:5][C:6]2=[O:29].[NH2:30][CH2:31][CH2:32][N:33]1[CH2:38][CH2:37][O:36][CH2:35][CH2:34]1.C(O)(=O)C.C(O[BH-](OC(=O)C)OC(=O)C)(=O)C.[Na+].C(=O)([O-])[O-].[Na+].[Na+]>C(#N)C.O>[Cl:1][C:2]1[CH:10]=[CH:9][C:8]([C:11]2[N:12]([C:22]([O:24][C:25]([CH3:27])([CH3:26])[CH3:28])=[O:23])[C:13]3[C:18]([CH:19]=2)=[CH:17][C:16]([CH2:20][NH:30][CH2:31][CH2:32][N:33]2[CH2:38][CH2:37][O:36][CH2:35][CH2:34]2)=[CH:15][CH:14]=3)=[C:7]2[C:3]=1[CH2:4][NH:5][C:6]2=[O:29] |f:3.4,5.6.7|. Reported procedure: In a similar manner to Step 2 of Example 6, 4-chloro-7-[1-(tert-butoxycarbonyl)-5-formylindol-2-yl]isoindolinone (37.6 mg, 0.0915 mmol) was dissolved in acetonitrile (2 mL), and the solution was treated with 4-(2-aminoethyl)morpholine (0.048 mL, 0.37 mmol), acetic acid (0.105 mL, 1.83 mmol) and sodium triacetoxyborohydride (97 mg, 0.46 mmol). The reaction mixture was added with water and sodium carbonate, followed by extracting with ethyl acetate. The organic layer was washed with saturated brin... The reactants are COC(=O)c1cc(I)c(C(F)(F)F)cc1N, CCCC[Sn](CCCC)(CCCC)c1ccnn1C(C)C, C1COCCO1. Product: COC(=O)c1cc(-c2ccnn2C(C)C)c(C(F)(F)F)cc1N. As a reaction SMILES: [CH3:1][O:2][C:3]([c:4]1[c:5]([NH2:15])[cH:6][c:7]([C:11]([F:12])([F:13])[F:14])[c:8]([I:10])[cH:9]1)=[O:16].[CH:17]([CH3:18])([CH3:19])[n:20]1[n:21][cH:22][cH:23][c:24]1[Sn:25]([CH2:26][CH2:27][CH2:28][CH3:29])([CH2:30][CH2:31][CH2:32][CH3:33])[CH2:34][CH2:35][CH2:36][CH3:37].[O:38]1[CH2:39][CH2:40][O:41][CH2:42][CH2:43]1>>[CH3:1][O:2][C:3]([c:4]1[c:5]([NH2:15])[cH:6][c:7]([C:11]([F:12])([F:13])[F:14])[c:8](-[c:24]2[n:20]([CH:17]([CH3:18])[CH3:19])[n:21][cH:22][cH:23]2)[cH:9]1)=[O:16]. Reactants: IC1=C(N(C(=N1)C1=CC=C(C=C1)C(F)(F)F)C)C(=O)N1CCC(CC1)N1CCCC1 ([5-iodo-3-methyl-2-(4-trifluoromethyl-phenyl)-3H-imidazol-4-yl]-(4-pyrrolidin-1-yl-piperidin-1-yl)-methanone), COC1=NC=C(C=N1)B(O)O (2-methoxy-pyrimidin-5-yl-boronic acid). Yields the product COC1=NC=C(C=N1)C1=C(N(C(=N1)C1=CC=C(C=C1)C(F)(F)F)C)C(=O)N1CCC(CC1)N1CCCC1 ([5-(2-Methoxy-pyrimidin-5-yl)-3-methyl-2-(4-trifluoromethyl-phenyl)-3H-imidazol-4-yl]-(4-pyrrolidin-1-yl-piperidin-1-yl)-methanone). Reaction SMILES: I[C:2]1[N:6]=[C:5]([C:7]2[CH:12]=[CH:11][C:10]([C:13]([F:16])([F:15])[F:14])=[CH:9][CH:8]=2)[N:4]([CH3:17])[C:3]=1[C:18]([N:20]1[CH2:25][CH2:24][CH:23]([N:26]2[CH2:30][CH2:29][CH2:28][CH2:27]2)[CH2:22][CH2:21]1)=[O:19].[CH3:31][O:32][C:33]1[N:38]=[CH:37][C:36](B(O)O)=[CH:35][N:34]=1>>[CH3:31][O:32][C:33]1[N:38]=[CH:37][C:36]([C:2]2[N:6]=[C:5]([C:7]3[CH:12]=[CH:11][C:10]([C:13]([F:16])([F:15])[F:14])=[CH:9][CH:8]=3)[N:4]([CH3:17])[C:3]=2[C:18]([N:20]2[CH2:25][CH2:24][CH:23]([N:26]3[CH2:30][CH2:29][CH2:28][CH2:27]3)[CH2:22][CH2:21]2)=[O:19])=[CH:35][N:34]=1. Procedure: In analogy to the procedure described for example 7, [5-iodo-3-methyl-2-(4-trifluoromethyl-phenyl)-3H-imidazol-4-yl]-(4-pyrrolidin-1-yl-piperidin-1-yl)-methanone (example 104) was reacted with 2-methoxy-pyrimidin-5-yl-boronic acid to give the title compound as light yellow solid. MS: 515.3 (MH+). Starting materials: C(=O)C1=C(C=CC=C1)B(O)O (2-formyl phenyl boronic acid), [C-]#N.[Na+] (sodium cyanide), Cl (hydrochloric acid). Run in O (water). Reaction conditions: temperature 5 celsius. Yields the product C(#N)C1OB(C2=C1C=CC=C2)O (3-cyano-1,3-dihydro-1-hydroxy-2,1-benzoxaborole). RXN SMILES: [CH:1]([C:3]1[CH:8]=[CH:7][CH:6]=[CH:5][C:4]=1[B:9]([OH:11])[OH:10])=O.[C-:12]#[N:13].[Na+].Cl>O>[C:12]([CH:1]1[C:3]2[CH:8]=[CH:7][CH:6]=[CH:5][C:4]=2[B:9]([OH:10])[O:11]1)#[N:13] |f:1.2|. Procedure details: 2-formyl phenyl boronic acid (1.0 parts, 0.007M) was added to an aqueous solution of sodium cyanide (0.35 parts) in water (20 ml) at 20° C. with stirring. After 15 mins the reactants were cooled to 5° C. and carefully neutralised to pH 5 with concentrated hydrochloric acid. The resultant white precipitate was filtered and recrystallised from water (25,ml). The product was dried over calcium chloride. Yield=0.29 parts (26% theory) mp=114°-5° C. Run at time 4 hour. Reagents/catalysts: [Pd] (Pd/C). Yields the product COC=1C=C(C=C(C1OC)OC)C1=CC=C(C=C1)C=1OC2=C(N1)C=C(C=C2)N (2-(3′,4′,5′-trimethoxy-[1,1′-biphenyl]-4-yl)benzo[d]oxazole-5-amine). Yield: 74.6%. Starting materials: [N+](=O)([O-])C=1C=CC2=C(N=C(O2)C2=CC=C(C=C2)C2=CC(=C(C(=C2)OC)OC)OC)C1 (5-nitro-2-(3′,4′,5′-trimethoxy-[1,1′-biphenyl]-4-yl)benzo[d]oxazol e), C(C)(=O)OCC (ethyl acetate). Procedure details: 22 mg (0.0541 mmol) of 5-nitro-2-(3′,4′,5′-trimethoxy-[1,1′-biphenyl]-4-yl)benzo[d]oxazol e was dissolved in methanol, and then, 10% Pd/C was added thereto under hydrogen gas atmosphere. The mixed solution was stirred for 4 hours, and ethyl acetate was added thereto to filter with a celite pad. The filtered solution was concentrated under reduced pressure. Afterwards, the reaction solution was subjected to a silica gel column chromatography (ethyl acetate/normal-hexane at a volume ratio of 1:1) ... Solvent: CO (methanol). Reaction SMILES: [N+:1]([C:4]1[CH:5]=[CH:6][C:7]2[O:11][C:10]([C:12]3[CH:17]=[CH:16][C:15]([C:18]4[CH:23]=[C:22]([O:24][CH3:25])[C:21]([O:26][CH3:27])=[C:20]([O:28][CH3:29])[CH:19]=4)=[CH:14][CH:13]=3)=[N:9][C:8]=2[CH:30]=1)([O-])=O.C(OCC)(=O)C>CO.[Pd]>[CH3:25][O:24][C:22]1[CH:23]=[C:18]([C:15]2[CH:16]=[CH:17][C:12]([C:10]3[O:11][C:7]4[CH:6]=[CH:5][C:4]([NH2:1])=[CH:30][C:8]=4[N:9]=3)=[CH:13][CH:14]=2)[CH:19]=[C:20]([O:28][CH3:29])[C:21]=1[O:26][CH3:27]. The reactants are O(C1=CC=CC=C1)CC(=O)NC1[C@@H]2N(C(=C(CS2)OS(=O)(=O)C2=CC=C(C=C2)Br)C(=O)OC(C2=CC=CC=C2)C2=CC=CC=C2)C1=O (Diphenylmethyl 7-Phenoxyacetamido-3-[(4-bromophenylsulfonyl)oxy]-3-cephem-4-carboxylate), C(=C/C)/[Sn](CCCC)(CCCC)CCCC (Z-1-propenyl-tri-n-butylstannane), BrC1=CC=C(C=C1)S(=O)(=O)Cl (4-bromobenzenesulfonyl chloride). The reagents and catalysts are C(C)(=O)[O-].[Pd+2].C(C)(=O)[O-] (palladium (II) acetate). Solvent: CN1C(CCC1)=O (1-methyl-2-pyrrolidinone). Conditions: time 20 hour. Product: O(C1=CC=CC=C1)CC(=O)NC1[C@@H]2N(C(=C(CS2)\C=C/C)C(=O)OC(C2=CC=CC=C2)C2=CC=CC=C2)C1=O (Diphenylmethyl 7-Phenoxyacetamido-3-(Z-1-propenyl)-3-cephem-4-carboxylate). Reaction SMILES: [O:1]([CH2:8][C:9]([NH:11][CH:12]1[C:46](=[O:47])[N:14]2[C:15]([C:30]([O:32][CH:33]([C:40]3[CH:45]=[CH:44][CH:43]=[CH:42][CH:41]=3)[C:34]3[CH:39]=[CH:38][CH:37]=[CH:36][CH:35]=3)=[O:31])=[C:16](OS(C3C=CC(Br)=CC=3)(=O)=O)[CH2:17][S:18][C@H:13]12)=[O:10])C1C=CC=CC=1.[CH:48](/[Sn](CCCC)(CCCC)CCCC)=[CH:49]/[CH3:50].Br[C:65]1[CH:70]=[CH:69][C:68](S(Cl)(=O)=O)=[CH:67][CH:66]=1>CN1CCCC1=O.C([O-])(=O)C.[Pd+2].C([O-])(=O)C>[O:1]([CH2:8][C:9]([NH:11][CH:12]1[C:46](=[O:47])[N:14]2[C:15]([C:30]([O:32][CH:33]([C:40]3[CH:45]=[CH:44][CH:43]=[CH:42][CH:41]=3)[C:34]3[CH:39]=[CH:38][CH:37]=[CH:36][CH:35]=3)=[O:31])=[C:16](/[CH:48]=[CH:49]\[CH3:50])[CH2:17][S:18][C@H:13]12)=[O:10])[C:65]1[CH:70]=[CH:69][CH:68]=[CH:67][CH:66]=1 |f:4.5.6|. Procedure details: To a mixture of 0.184 g (0.00025 mole) of the product of Procedure 6, 0.103 g (0.0003215 mole) of Z-1-propenyl-tri-n-butylstannane and 0.0064 g (0.000025 mole) of 4-bromobenzenesulfonyl chloride in 2.5 mL of 1-methyl-2-pyrrolidinone, under a nitrogen atmosphere, at room temperature was added 0.006 g (0.000025 mole) of palladium (II) acetate. The reaction mix was stirred at room temperature for 20 hours. High pressure liquid chromatography (HPLC) analysis of the reaction mixture showed a peak for...